From a dataset of the Open Reaction Database (ORD), a public repository of structured organic reaction records. describe an organic reaction: reactants, conditions, products, and yield Starting materials: CC=1SC2=C(N1)C=CC=C2 (2-methylbenzothiazole), CC=1SC2=C(N1)C=CC=C2 (2-methylbenzothiazole), ice, [N+](=O)(O)[O-] (nitric acid), ice. Solvent: S(O)(O)(=O)=O (sulfuric acid), S(O)(O)(=O)=O (sulfuric acid). The product is [N+](=O)([O-])C1=CC2=C(N=CS2)C=C1 (6-nitrobenzothiazole). As a reaction SMILES: C[C:2]1[S:3][C:4]2[CH:10]=[CH:9][CH:8]=[CH:7][C:5]=2[N:6]=1.[N+:11]([O-])([OH:13])=[O:12]>S(=O)(=O)(O)O>[N+:11]([C:9]1[CH:8]=[CH:7][C:5]2[N:6]=[CH:2][S:3][C:4]=2[CH:10]=1)([O-:13])=[O:12]. Reported procedure: See FIG. 3A. Nitration of 2-methylbenzothiazole was performed following the method of Mizuno, J. Pharm. Soc. Japan, 72, 745 (1952). A mixture of fuming nitric acid (1.6 mL) and concentrated sulfuric acid (1.2 mL) was added to an ice-cooled solution of 2-methylbenzothiazole (2 g) in sulfuric acid (8 mL). The solution was allowed to warm to room temperature for one hour, then poured onto 100 mL of ice. The solid was filtered, washed with water, and recrystallized from ethanol (80 mL) to provide 2.... Starting materials: OC1CNCCC12CC2, COC(=O)C(CC=O)N1CCN(c2ccccc2)CCC1=O, Cl. Yields the product COC(=O)C(CCN1CCC2(CC2)C(O)C1)N1CCN(c2ccccc2)CCC1=O. RXN SMILES: [CH2:24]1[CH2:25][C:26]12[CH:27]([OH:32])[CH2:28][NH:29][CH2:30][CH2:31]2.[CH3:1][O:2][C:3]([CH:4]([CH2:5][CH:6]=[O:7])[N:8]1[CH2:9][CH2:10][N:11]([c:16]2[cH:17][cH:18][cH:19][cH:20][cH:21]2)[CH2:12][CH2:13][C:14]1=[O:15])=[O:22].[ClH:23]>>[CH3:1][O:2][C:3]([CH:4]([CH2:5][CH2:6][N:29]1[CH2:28][CH:27]([OH:32])[C:26]2([CH2:24][CH2:25]2)[CH2:31][CH2:30]1)[N:8]1[CH2:9][CH2:10][N:11]([c:16]2[cH:17][cH:18][cH:19][cH:20][cH:21]2)[CH2:12][CH2:13][C:14]1=[O:15])=[O:22]. Starting materials: ClCCl.[OH-].[Na+] (dichloromethane sodium hydroxide), Cl.COC=1C=C(C=CC1)\C(\C(CN(C)C)C)=C/CC ((Z)-(RS)-[3-(3-methoxy-phenyl)-2-methyl-hex-3-enyl]-dimethylamine hydrochloride). Yields the product Cl.CN(CC(C)/C(=C/CC)/C=1C=C(C=CC1)O)C ((Z)-(RS)-3-[1-(2-dimethylamino-1-methyl-ethyl)-but-1-enyl]-phenol hydrochloride). The yield is 86.0%. Reaction SMILES: [Cl:1]CCl.[OH-].[Na+].Cl.C[O:8][C:9]1[CH:10]=[C:11](/[C:15](=[CH:22]\[CH2:23][CH3:24])/[CH:16]([CH3:21])[CH2:17][N:18]([CH3:20])[CH3:19])[CH:12]=[CH:13][CH:14]=1>>[ClH:1].[CH3:20][N:18]([CH3:19])[CH2:17][CH:16](/[C:15](/[C:11]1[CH:10]=[C:9]([OH:8])[CH:14]=[CH:13][CH:12]=1)=[CH:22]/[CH2:23][CH3:24])[CH3:21] |f:0.1.2,3.4,5.6|. Procedure: The base was released with dichloromethane/sodium hydroxide solution from (15), which was prepared as in Example 13, and after drying the solution the dichloromethane was removed by distillation. Hydrochloride (18) was obtained, under the conditions given in Example 2, from the base thus obtained, in a yield of 86% theoretical and with a melting point of 120°-121° C. The reactants are O=C1CCC(=O)N1Br, O=C(OOC(=O)c1ccccc1)c1ccccc1, ClC(Cl)(Cl)Cl, CS(=O)(=O)c1ccc(C(=CC2CCCCCC2)C(=O)Nc2nccs2)cc1C(F)(F)F. Yields the product CS(=O)(=O)c1ccc(C(=CC2CCCCCC2)C(=O)Nc2ncc(Br)s2)cc1C(F)(F)F. Reaction SMILES: [Br:32][N:33]1[C:34](=[O:35])[CH2:36][CH2:37][C:38]1=[O:39].[C:40]([O:41][O:42][C:43](=[O:44])[c:45]1[cH:46][cH:47][cH:48][cH:49][cH:50]1)(=[O:51])[c:52]1[cH:53][cH:54][cH:55][cH:56][cH:57]1.[C:58]([Cl:59])([Cl:60])([Cl:61])[Cl:62].[CH:1]1([CH:8]=[C:9]([C:10](=[O:11])[NH:12][c:13]2[s:14][cH:15][cH:16][n:17]2)[c:18]2[cH:19][c:20]([C:28]([F:29])([F:30])[F:31])[c:21]([S:24](=[O:25])(=[O:26])[CH3:27])[cH:22][cH:23]2)[CH2:2][CH2:3][CH2:4][CH2:5][CH2:6][CH2:7]1>>[CH:1]1([CH:8]=[C:9]([C:10](=[O:11])[NH:12][c:13]2[s:14][c:15]([Br:32])[cH:16][n:17]2)[c:18]2[cH:19][c:20]([C:28]([F:29])([F:30])[F:31])[c:21]([S:24](=[O:25])(=[O:26])[CH3:27])[cH:22][cH:23]2)[CH2:2][CH2:3][CH2:4][CH2:5][CH2:6][CH2:7]1. The reactants are FC=1C=NC=C(C(=NO)Cl)C1 (5-Fluoro-N-hydroxynicotinimidoyl chloride), BrC1=CC=C(C=C1)C#C (1-bromo-4-ethynylbenzene), N (NH3). Product: BrC1=CC=C(C=C1)C1=CC(=NO1)C=1C=NC=C(C1)F (5-(4-Bromophenyl)-3-(5-fluoropyridin-3-yl)isoxazole). Reaction SMILES: [F:1][C:2]1[CH:3]=[N:4][CH:5]=[C:6]([CH:11]=1)[C:7](Cl)=[N:8][OH:9].[Br:12][C:13]1[CH:18]=[CH:17][C:16]([C:19]#[CH:20])=[CH:15][CH:14]=1.N>>[Br:12][C:13]1[CH:18]=[CH:17][C:16]([C:19]2[O:9][N:8]=[C:7]([C:6]3[CH:5]=[N:4][CH:3]=[C:2]([F:1])[CH:11]=3)[CH:20]=2)=[CH:15][CH:14]=1. Procedure: The titled compound was prepared according to Method CB using the product of Example 28B (88 mg, 0.5 mmol) and 1-bromo-4-ethynylbenzene (Alfa Aesar, 80 mg, 0.5 mmol). 1H NMR (300 MHz, MeOH-d4) δ 7.43 (s, 1H), 7.72 (dt, J=8.9, 2.2 Hz, 2H), 7.85 (dt, J=8.9, 2.2 Hz, 2H), 8.17 (ddd, J=9.5, 2.7, 1.7 Hz, 1H), 8.61 (d, J=2.7 Hz, 1H), 8.96 (t, J=1.5 Hz, 1H) ppm; MS (DCI/NH3) m/z 320 (M+H)+, 318 (M+H)+.